This data is from the Open Reaction Database (ORD), a public repository of structured organic reaction records. The task is: describe an organic reaction: reactants, conditions, products, and yield Reactants: CC(C)(C)O, CC=C(C)C, [O-][Cl+][O-], Cl, O=Cc1cccc(-c2nnc(-c3ccc(C(F)(F)F)cc3)o2)c1, [Na+], [Na+], [Na+], [Na+], C1CCOC1, O, O=P([O-])(O)O, O=S([O-])[O-]. Product: O=C(O)c1cccc(-c2nnc(-c3ccc(C(F)(F)F)cc3)o2)c1. As a reaction SMILES: [C:52]([OH:53])([CH3:54])([CH3:55])[CH3:56].[CH3:30][C:31](=[CH:32][CH3:33])[CH3:34].[Cl+:35]([O-:36])[O-:37].[ClH:45].[F:1][C:2]([c:3]1[cH:4][cH:5][c:6](-[c:9]2[n:10][n:11][c:12](-[c:14]3[cH:15][c:16]([CH:17]=[O:18])[cH:19][cH:20][cH:21]3)[o:13]2)[cH:7][cH:8]1)([F:22])[F:23].[Na+:29].[Na+:38].[Na+:43].[Na+:44].[O:47]1[CH2:48][CH2:49][CH2:50][CH2:51]1.[OH2:46].[P:24](=[O:25])([O-:26])([OH:27])[OH:28].[S:39]([O-:40])([O-:41])=[O:42]>>[F:1][C:2]([c:3]1[cH:4][cH:5][c:6](-[c:9]2[n:10][n:11][c:12](-[c:14]3[cH:15][c:16]([C:17](=[O:18])[OH:25])[cH:19][cH:20][cH:21]3)[o:13]2)[cH:7][cH:8]1)([F:22])[F:23]. Reactants: NC(CN1N=C(C=C1C(=O)OCC)C)=S (ethyl 1-(2-amino-2-thioxoethyl)-3-methyl-1H-pyrazole-5-carboxylate), BrCC(=O)C1=CC(=CC=C1)C(F)(F)F (2-bromo-1-[3-(trifluoromethyl)phenyl]ethanone). Product: CC1=NN(C(=C1)C(=O)OCC)CC=1SC=C(N1)C1=CC(=CC=C1)C(F)(F)F (ethyl 3-methyl-1-({4-[3-(trifluoromethyl)phenyl]-1,3-thiazol-2-yl}methyl)-1H-pyrazole-5-carboxylate). The yield is 94.6%. Reaction SMILES: [NH2:1][C:2](=[S:15])[CH2:3][N:4]1[C:8]([C:9]([O:11][CH2:12][CH3:13])=[O:10])=[CH:7][C:6]([CH3:14])=[N:5]1.Br[CH2:17][C:18]([C:20]1[CH:25]=[CH:24][CH:23]=[C:22]([C:26]([F:29])([F:28])[F:27])[CH:21]=1)=O>>[CH3:14][C:6]1[CH:7]=[C:8]([C:9]([O:11][CH2:12][CH3:13])=[O:10])[N:4]([CH2:3][C:2]2[S:15][CH:17]=[C:18]([C:20]3[CH:25]=[CH:24][CH:23]=[C:22]([C:26]([F:27])([F:28])[F:29])[CH:21]=3)[N:1]=2)[N:5]=1. Procedure: By a reaction in the same manner as in Example 1c and using the compound (227 mg, 1.00 mmol) obtained in Example 7b and 2-bromo-1-[3-(trifluoromethyl)phenyl]ethanone (283 mg, 1.00 mmol), the title compound (374 mg, 94%) was obtained as a colorless oil. The reactants are CC(O)(COC(=O)N1CCc2cc(Cl)ccc21)Cn1cc([N+](=O)[O-])nc1Cl, [H-], [Na+], CN(C)C=O. Product: CC1(COC(=O)N2CCc3cc(Cl)ccc32)Cn2cc([N+](=O)[O-])nc2O1. Reaction SMILES: [Cl:1][c:2]1[cH:3][c:4]2[c:8]([cH:9][cH:10]1)[N:7]([C:11](=[O:12])[O:13][CH2:14][C:15]([CH2:16][n:17]1[c:18]([Cl:25])[n:19][c:20]([N+:22](=[O:23])[O-:24])[cH:21]1)([CH3:26])[OH:27])[CH2:6][CH2:5]2.[H-:28].[Na+:29].[O:30]=[CH:31][N:32]([CH3:33])[CH3:34]>>[Cl:1][c:2]1[cH:3][c:4]2[c:8]([cH:9][cH:10]1)[N:7]([C:11](=[O:12])[O:13][CH2:14][C:15]1([CH3:26])[CH2:16][n:17]3[c:18]([n:19][c:20]([N+:22](=[O:23])[O-:24])[cH:21]3)[O:27]1)[CH2:6][CH2:5]2. Starting materials: [H-].[Al+3].[Li+].[H-].[H-].[H-] (lithium aluminum hydride), C1(=CC=CC=C1)C=1C(=CNC1C1=CC=CC=C1)C(=O)OCC (ethyl 4,5-diphenylpyrrole-3-carboxylate), O (water), [OH-].[Na+] (sodium hydroxide), O (water). Solvent: C1CCOC1 (THF), C1CCOC1 (THF). The product is C1(=CC=CC=C1)C=1NC=C(C1C1=CC=CC=C1)C (2,3-Diphenyl-4-methylpyrrole). Yield: 53.6%. Reaction SMILES: [H-].[Al+3].[Li+].[H-].[H-].[H-].[C:7]1([C:13]2[C:14]([C:24](OCC)=O)=[CH:15][NH:16][C:17]=2[C:18]2[CH:23]=[CH:22][CH:21]=[CH:20][CH:19]=2)[CH:12]=[CH:11][CH:10]=[CH:9][CH:8]=1.O.[OH-].[Na+]>C1COCC1>[C:18]1([C:17]2[NH:16][CH:15]=[C:14]([CH3:24])[C:13]=2[C:7]2[CH:12]=[CH:11][CH:10]=[CH:9][CH:8]=2)[CH:23]=[CH:22][CH:21]=[CH:20][CH:19]=1 |f:0.1.2.3.4.5,8.9|. Procedure details: To a stirred slurry of 0.76 g (20 mmoles) of lithium aluminum hydride in 25 ml THF was added dropwise a solution of 0.58 g (2 mmoles) of ethyl 4,5-diphenylpyrrole-3-carboxylate in 5 ml THF. The mixture was heated at reflux overnight. After cooling, 0.8 ml water, 2.4 ml 15% sodium hydroxide solution and 0.8 ml water were added dropwise. The solids were removed by filtration and the filtrate concentrated by rotary evaporation. The crystalline residue was purified by chromatography on 50 g silicic ... The reactants are OC1=C(C=CC(=C1)O)C(=CC(=O)O)C (3-(2,4-dihydroxyphenyl)but-2-enoic acid), C1(CCCCC1)N=C=NC1CCCCC1 (1,3-dicyclohexylcarbodiimide), ON1N=NC2=C1C=CC=C2 (1-hydroxybenzotriazole), C(CC1=CC=CC=C1)O (phenethyl alcohol). The reagents and catalysts are CN(C1=CC=NC=C1)C (4-(dimethylamino)pyridine). Solvent: O1CCCC1 (tetrahydrofuran). Reaction conditions: temperature 22 celsius, time 10 minute. The product is C(CC1=CC=CC=C1)OC(\C=C(/C)\C1=C(C=C(C=C1)O)O)=O ((E)-3-(2,4-dihydroxyphenyl)-but-2-enoic acid phenethyl ester). RXN SMILES: [OH:1][C:2]1[CH:7]=[C:6]([OH:8])[CH:5]=[CH:4][C:3]=1[C:9]([CH3:14])=[CH:10][C:11]([OH:13])=[O:12].C1(N=C=NC2CCCCC2)CCCCC1.ON1C2C=CC=CC=2N=N1.[CH2:40](O)[CH2:41][C:42]1[CH:47]=[CH:46][CH:45]=[CH:44][CH:43]=1>O1CCCC1.CN(C)C1C=CN=CC=1>[CH2:40]([O:12][C:11](=[O:13])/[CH:10]=[C:9](/[C:3]1[CH:4]=[CH:5][C:6]([OH:8])=[CH:7][C:2]=1[OH:1])\[CH3:14])[CH2:41][C:42]1[CH:47]=[CH:46][CH:45]=[CH:44][CH:43]=1. Reported procedure: To a 0° C. solution of 9.7 g (0.050 mol) of 3-(2,4-dihydroxyphenyl)but-2-enoic acid in 500 mL of anhydrous tetrahydrofuran (THF) is added 10.3 g (0.050 mol) of 1,3-dicyclohexylcarbodiimide (DCC). After stirring for 10 min, 6.8 g (0.050 mol) of 1-hydroxybenzotriazole (HOBt), 5.5 g (0.045 mol) of phenethyl alcohol and 1.1 g (0.009 mol) of 4-(dimethylamino)pyridine (DMAP) is added and stirred at 0° C. for 1 h, warmed to 22° C. and stirred for an additional 72 h. The mixture is cooled to 0° C., filt... The reactants are C1CCOC1, COC(=O)c1cc(C)c(C=CC(=O)OC(C)(C)C)c(C)c1, CCO. The product is COC(=O)c1cc(C)c(CCC(=O)OC(C)(C)C)c(C)c1. Reaction SMILES: [CH2:25]1[O:26][CH2:27][CH2:28][CH2:29]1.[CH3:1][O:2][C:3]([c:4]1[cH:5][c:6]([CH3:20])[c:7]([CH:11]=[CH:12][C:13](=[O:14])[O:15][C:16]([CH3:17])([CH3:18])[CH3:19])[c:8]([CH3:10])[cH:9]1)=[O:21].[CH3:22][CH2:23][OH:24]>>[CH3:1][O:2][C:3]([c:4]1[cH:5][c:6]([CH3:20])[c:7]([CH2:11][CH2:12][C:13](=[O:14])[O:15][C:16]([CH3:17])([CH3:18])[CH3:19])[c:8]([CH3:10])[cH:9]1)=[O:21].